From a dataset of the Open Reaction Database (ORD), a public repository of structured organic reaction records. describe an organic reaction: reactants, conditions, products, and yield Reactants: N1N=C(C2=CC=CC=C12)C(=O)OC (methyl indazole-3-carboxylate), O (Water), [H-].[Na+] (sodium hydride), C(C1=CC=CC=C1)Br (benzyl bromide). Run in C1CCOC1 (THF), C1CCOC1 (THF). Run at temperature 0 celsius. Product: C(C1=CC=CC=C1)N1N=C(C2=CC=CC=C12)C(=O)OC (methyl 1 benzyl-indazole-3-carboxylate). Yield: 77.0%. As a reaction SMILES: [H-].[Na+].[NH:3]1[C:11]2[C:6](=[CH:7][CH:8]=[CH:9][CH:10]=2)[C:5]([C:12]([O:14][CH3:15])=[O:13])=[N:4]1.[CH2:16](Br)[C:17]1[CH:22]=[CH:21][CH:20]=[CH:19][CH:18]=1.O>C1COCC1>[CH2:16]([N:3]1[C:11]2[C:6](=[CH:7][CH:8]=[CH:9][CH:10]=2)[C:5]([C:12]([O:14][CH3:15])=[O:13])=[N:4]1)[C:17]1[CH:22]=[CH:21][CH:20]=[CH:19][CH:18]=1 |f:0.1|. Procedure: To a suspension of sodium hydride (60% in oil, 55 mg, 1.22 mM) in dry THF (10 ml) stirring at 0° C. was added a solution of methyl indazole-3-carboxylate (von Auwers et al, Ber., 52, pg 1345 (1919), 210 mg, 1.22 mM) in dry THF (10 ml). After 10 min benzyl bromide (0.15 ml, 1.22 mM) was added and the solution left stirring at room temperature overnight. Water (2 ml) was added and the solvent removed in vacuo. The residue was partitioned between water and ethyl acetate and the combined organic dri...